From a dataset of the Open Reaction Database (ORD), a public repository of structured organic reaction records. describe an organic reaction: reactants, conditions, products, and yield The reactants are [Na+].[Cl-] (NaCl), [H-].[Na+] (Sodium hydride), C(C)OC(=O)C=1NC=C(C1C1=CC=CC=C1)C (4-methyl-3-phenyl-1H-pyrrole-2-carboxylic acid ethyl ester), CI (methyl iodide). Reagents/catalysts: O (water). Solvent: C(Cl)Cl (DCM), C1CCOC1 (THF). Run at time 15 minute. The product is C(C)OC(=O)C=1N(C=C(C1C1=CC=CC=C1)C)C (1,4-dimethyl-3-phenyl-1H-pyrrole-2-carboxylic acid ethyl ester). Isolated yield 76.9%. Reaction SMILES: [H-].[Na+].[CH2:3]([O:5][C:6]([C:8]1[NH:9][CH:10]=[C:11]([CH3:19])[C:12]=1[C:13]1[CH:18]=[CH:17][CH:16]=[CH:15][CH:14]=1)=[O:7])[CH3:4].[CH3:20]I.[Na+].[Cl-]>C1COCC1.O.C(Cl)Cl>[CH2:3]([O:5][C:6]([C:8]1[N:9]([CH3:20])[CH:10]=[C:11]([CH3:19])[C:12]=1[C:13]1[CH:18]=[CH:17][CH:16]=[CH:15][CH:14]=1)=[O:7])[CH3:4] |f:0.1,4.5|. Procedure details: Sodium hydride (436 mg, 60% in mineral oil, 10.9 mmol) was added to a solution of 4-methyl-3-phenyl-1H-pyrrole-2-carboxylic acid ethyl ester (1.25 g, 5.45 mmol) in THF (10 mL) at 0° C. and under nitrogen as inert gas and the reaction mixture was stirred for 15 min. Then methyl iodide (1,547 g, 10.9 mmol) was added to the reaction mixture and the reaction mixture was stirred for 1 h at 0° C. and overnight at RT. After the addition of a few drops of water and aq. sat. NaCl solution (250 mL), extra... Starting materials: NC=1N=CN(C1C(=O)N)CC1=CC=CC=C1 (4-amino-1-benzyl-5-imidazole carboxamide), amide, C(C1=CC=CC=C1)(=O)Cl (benzoyl chloride), C(C)(C)(C)C=1C=C(C(=O)Cl)C=C(C1OCOC)C(C)(C)C (3,5-di-t-butyl-4-methoxymethoxybenzoyl chloride). Yields the product C(C1=CC=CC=C1)N1C=NC=2N=C(NC(C12)=O)C1=CC(=C(C(=C1)C(C)(C)C)OCOC)C(C)(C)C (7-benzyl-2-(3,5-di-t-butyl-4-methoxymethoxyphenyl)hypoxanthine). The yield is 45.0%. RXN SMILES: [NH2:1][C:2]1[N:3]=[CH:4][N:5]([CH2:10][C:11]2[CH:16]=[CH:15][CH:14]=[CH:13][CH:12]=2)[C:6]=1[C:7]([NH2:9])=[O:8].C(Cl)(=O)C1C=CC=CC=1.[C:26]([C:30]1[CH:31]=[C:32]([CH:36]=[C:37]([C:43]([CH3:46])([CH3:45])[CH3:44])[C:38]=1[O:39][CH2:40][O:41][CH3:42])[C:33](Cl)=O)([CH3:29])([CH3:28])[CH3:27]>>[CH2:10]([N:5]1[C:6]2[C:7](=[O:8])[NH:9][C:33]([C:32]3[CH:36]=[C:37]([C:43]([CH3:46])([CH3:44])[CH3:45])[C:38]([O:39][CH2:40][O:41][CH3:42])=[C:30]([C:26]([CH3:29])([CH3:28])[CH3:27])[CH:31]=3)=[N:1][C:2]=2[N:3]=[CH:4]1)[C:11]1[CH:16]=[CH:15][CH:14]=[CH:13][CH:12]=1. Procedure: An amidation reaction was performed following the same conditions as in Example 1 using 2.2 g (10 mmol) of 4-amino-1-benzyl-5-imidazole carboxamide obtained in Reference Example 2 and using, instead of benzoyl chloride, 3,5-di-t-butyl-4-methoxymethoxybenzoyl chloride which was separately prepared by a conventional method. After a post-treatment, a crude amide product was obtained. The crude amide was subjected to a cyclization reaction for 12 hours according to the same conditions as in Example ... The reactants are COC(=O)C=1N=CC2=CC(=CC=C2C1O)Br (7-bromo-4-hydroxy-isoquinoline-3-carboxylic acid methyl ester), CC1(C2=C(C(=CC=C2)P(C3=CC=CC=C3)C4=CC=CC=C4)OC5=C(C=CC=C51)P(C6=CC=CC=C6)C7=CC=CC=C7)C (xantphos), C(=O)([O-])[O-].[Cs+].[Cs+] (Cs2CO3), NC1=CC=CC=C1 (aniline). The reagents and catalysts are C=1C=CC(=CC1)/C=C/C(=O)/C=C/C2=CC=CC=C2.C=1C=CC(=CC1)/C=C/C(=O)/C=C/C2=CC=CC=C2.C=1C=CC(=CC1)/C=C/C(=O)/C=C/C2=CC=CC=C2.[Pd].[Pd] (Pd2(dba)3). Solvent: CN(C)C=O (DMF), C(Cl)Cl (CH2Cl2), O (H2O). Conditions: temperature 135 celsius, time 16 hour. Yields the product OC1=C(N=CC2=CC(=CC=C12)NC1=CC=CC=C1)C(=O)OC (Methyl 4-hydroxy-7-(phenylamino)isoquinoline-3-carboxylate). As a reaction SMILES: [CH3:1][O:2][C:3]([C:5]1[N:6]=[CH:7][C:8]2[C:13]([C:14]=1[OH:15])=[CH:12][CH:11]=[C:10](Br)[CH:9]=2)=[O:4].CC1(C)C2C(=C(P(C3C=CC=CC=3)C3C=CC=CC=3)C=CC=2)OC2C(P(C3C=CC=CC=3)C3C=CC=CC=3)=CC=CC1=2.C([O-])([O-])=O.[Cs+].[Cs+].[NH2:65][C:66]1[CH:71]=[CH:70][CH:69]=[CH:68][CH:67]=1>CN(C=O)C.C(Cl)Cl.O.C1C=CC(/C=C/C(/C=C/C2C=CC=CC=2)=O)=CC=1.C1C=CC(/C=C/C(/C=C/C2C=CC=CC=2)=O)=CC=1.C1C=CC(/C=C/C(/C=C/C2C=CC=CC=2)=O)=CC=1.[Pd].[Pd]>[OH:15][C:14]1[C:13]2[C:8](=[CH:9][C:10]([NH:65][C:66]3[CH:71]=[CH:70][CH:69]=[CH:68][CH:67]=3)=[CH:11][CH:12]=2)[CH:7]=[N:6][C:5]=1[C:3]([O:2][CH3:1])=[O:4] |f:2.3.4,9.10.11.12.13|. Procedure details: A mixture of 7-bromo-4-hydroxy-isoquinoline-3-carboxylic acid methyl ester (141.0 mg, 0.50 mmol), xantphos (28.9 mg, 0.05 mmol, Strem), Pd2(dba)3 (22.9 mg, 0.03 mmol, Sigma-Aldrich), Cs2CO3 (488.7 mg, 1.5 mmol) and aniline (0.1 mL, 1 mmol) in DMF (5 mL) was stirred at 135° C. for 16 hours under a nitrogen atmosphere. After cooling to room temperature, the mixture was diluted with CH2Cl2 (50 mL) and H2O (50 mL). The layers were separated and the aqueous layer was extracted twice with CH2Cl2. The ... Starting materials: C1(=CC=CC=C1)P(=CC(C)=O)(C1=CC=CC=C1)C1=CC=CC=C1 (1-triphenylphosphoranylidene-2-propanone), C(=O)C1=CC(=NO1)C1OCCCC1 (5-formyl-3-tetrahydropyran-2-ylisoxazole). Solvent: ClCCl (dichloromethane). Reaction conditions: time 1 day. The product is O1C(CCCC1)C1=NOC(=C1)C=CC(C)=O (4-[3-Tetrahydropyran-2-ylisoxazol-5-yl]-3-buten- 2-one). Reaction SMILES: C1(P(C2C=CC=CC=2)(C2C=CC=CC=2)=[CH:8][C:9](=[O:11])[CH3:10])C=CC=CC=1.[CH:24]([C:26]1[O:30][N:29]=[C:28]([CH:31]2[CH2:36][CH2:35][CH2:34][CH2:33][O:32]2)[CH:27]=1)=O>ClCCl>[O:32]1[CH2:33][CH2:34][CH2:35][CH2:36][CH:31]1[C:28]1[CH:27]=[C:26]([CH:24]=[CH:8][C:9](=[O:11])[CH3:10])[O:30][N:29]=1. Procedure details: 47 g of 1-triphenylphosphoranylidene-2-propanone were dissolved in 50 ml of dichloromethane, and 27 g of 5-formyl-3-tetrahydropyran-2-ylisoxazole were added. The reaction mixture was stirred for 1 day at room temperature and then evaporated down, the residue being stirred in methyl tert-butyl ether. After the triphenylphosphine oxide had been separated off, 43 g of a yellow oil remained. Reactants: ester, C1(=CC=CC=C1)CCCCCCCCC1=C(C=CC=C1)[C@@H]1[C@H](O1)C(=O)OC1=CC2=CC=CC=C2C=C1 ((2S-trans)-2-naphthalenyl 3-[2-(8-phenyloctyl)phenyl]oxiranecarboxylate), N (ammonia). Run in CO (methanol). Reaction conditions: time 5 hour. Yields the product C1(=CC=CC=C1)CCCCCCCCC1=C(C=CC=C1)[C@@H]1[C@H](O1)C(=O)N ((2S-trans)-3-[2-(8phenyloctyl)phenyl]oxiranecarboxamide). Isolated yield 76.0%. RXN SMILES: [C:1]1([CH2:7][CH2:8][CH2:9][CH2:10][CH2:11][CH2:12][CH2:13][CH2:14][C:15]2[CH:20]=[CH:19][CH:18]=[CH:17][C:16]=2[C@H:21]2[O:23][C@@H:22]2[C:24]([O:26]C2C=CC3C(=CC=CC=3)C=2)=O)[CH:6]=[CH:5][CH:4]=[CH:3][CH:2]=1.[NH3:37]>CO>[C:1]1([CH2:7][CH2:8][CH2:9][CH2:10][CH2:11][CH2:12][CH2:13][CH2:14][C:15]2[CH:20]=[CH:19][CH:18]=[CH:17][C:16]=2[C@H:21]2[O:23][C@@H:22]2[C:24]([NH2:37])=[O:26])[CH:6]=[CH:5][CH:4]=[CH:3][CH:2]=1. Reported procedure: The ester of Example 6b, (2S-trans)-2-naphthalenyl 3-[2-(8-phenyloctyl)phenyl]oxiranecarboxylate (2.03 g, 4.2 mmol), in methanol (21 mL) was cooled to 5° C. and a solution of ammonia saturated methanol (20 mL) was added dropwise. After stirring for 5 h at 10°-15° C., the solution was evaporated. The residue was dissolved in toluene and evaporated to a solid. The solid was dissolved in toluene and washed with water, NaOH (10%), water, and finally brine. After drying (MgSO4) and evaporation, the r... Starting materials: C[O-].[Na+] (sodium methylate), ClC1=NC(=CC(=N1)C(Cl)(Cl)Cl)Cl (2,6-dichloro-4-trichloromethylpyrimidine), 11. Run in ClCCCl (1,2-dichloroethane). Conditions: time 12 hour. Product: ClC1=NC(=CC(=N1)OC)C(Cl)(Cl)Cl (2-Chloro-4-methoxy-6-trichloromethylpyrimidine). As a reaction SMILES: [CH3:1][O-:2].[Na+].[Cl:4][C:5]1[N:10]=[C:9]([C:11]([Cl:14])([Cl:13])[Cl:12])[CH:8]=[C:7](Cl)[N:6]=1>ClCCCl>[Cl:4][C:5]1[N:6]=[C:7]([O:2][CH3:1])[CH:8]=[C:9]([C:11]([Cl:14])([Cl:13])[Cl:12])[N:10]=1 |f:0.1|. Procedure details: 293.1 g (1.692 mol) of 30% strength sodium methylate solution were added to a solution of 434 g (1.692 mol) of 2,6-dichloro-4-trichloromethylpyrimidine in 1 l of 1,2-dichloroethane in the course of 11/2 hours at from 0° to 5° C. while stirring. Stirring was continued for 1 hour at from 0° to 5° C. and for 12 hours at 25° C. The reaction mixture was extracted with water and with saturated sodium chloride solution. Drying over magnesium sulfate and evaporating down gave 423 g (95% of theory) of th... Yields the product Cl, Nc1nc(-c2c(O)cccc2OCC2CC2)cc(C2CCNCC2)c1Cn1ccnc1. As a reaction SMILES: [CH2:40]1[O:41][CH2:42][CH2:43][O:44][CH2:45]1.[ClH:39].[NH2:1][c:2]1[n:3][c:4](-[c:27]2[c:28]([O:34][CH2:35][CH:36]3[CH2:37][CH2:38]3)[cH:29][cH:30][cH:31][c:32]2[OH:33])[cH:5][c:6]([CH:14]2[CH2:15][CH2:16][N:17]([C:20]([O:21][C:22]([CH3:23])([CH3:24])[CH3:25])=[O:26])[CH2:18][CH2:19]2)[c:7]1[CH2:8][n:9]1[cH:10][n:11][cH:12][cH:13]1>>[ClH:39].[NH2:1][c:2]1[n:3][c:4](-[c:27]2[c:28]([O:34][CH2:35][CH:36]3[CH2:37][CH2:38]3)[cH:29][cH:30][cH:31][c:32]2[OH:33])[cH:5][c:6]([CH:14]2[CH2:15][CH2:16][NH:17][CH2:18][CH2:19]2)[c:7]1[CH2:8][n:9]1[cH:10][n:11][cH:12][cH:13]1. Reactants: C1COCCO1, Cl, CC(C)(C)OC(=O)N1CCC(c2cc(-c3c(O)cccc3OCC3CC3)nc(N)c2Cn2ccnc2)CC1. The reactants are COCCOC, O=C1NC(=O)C(Cc2ccc([N+](=O)[O-])cc2)N1, CC(=O)Nc1ccc(CCO)cc1, c1ccc(P(c2ccccc2)c2ccccc2)cc1. The product is CC(=O)Nc1ccc(CCN2C(=O)NC(Cc3ccc([N+](=O)[O-])cc3)C2=O)cc1. Reaction SMILES: [CH3:50][O:51][CH2:52][CH2:53][O:54][CH3:55].[N+:1](=[O:2])([O-:3])[c:4]1[cH:5][cH:6][c:7]([CH2:8][CH:9]2[NH:10][C:11](=[O:15])[NH:12][C:13]2=[O:14])[cH:16][cH:17]1.[OH:18][CH2:19][CH2:20][c:21]1[cH:22][cH:23][c:24]([NH:25][C:26]([CH3:27])=[O:28])[cH:29][cH:30]1.[c:31]1([P:32]([c:33]2[cH:34][cH:35][cH:36][cH:37][cH:38]2)[c:39]2[cH:40][cH:41][cH:42][cH:43][cH:44]2)[cH:45][cH:46][cH:47][cH:48][cH:49]1>>[N+:1](=[O:2])([O-:3])[c:4]1[cH:5][cH:6][c:7]([CH2:8][CH:9]2[NH:10][C:11](=[O:15])[N:12]([CH2:19][CH2:20][c:21]3[cH:22][cH:23][c:24]([NH:25][C:26]([CH3:27])=[O:28])[cH:29][cH:30]3)[C:13]2=[O:14])[cH:16][cH:17]1.